Dataset: the Open Reaction Database (ORD), a public repository of structured organic reaction records. Task: describe an organic reaction: reactants, conditions, products, and yield The reactants are [H-].[Na+] (sodium hydride), COC1=C(C=C(C=C1)C1=NNC=C1)C (3-(4-methoxy-3-methyl-phenyl)-1H-pyrazole), CN(C=O)C (N,N-dimethylformamide), CI (methyl iodide). The solvent is O (water). The product is COC1=C(C=C(C=C1)C1=NN(C=C1)C)C (3-(4-methoxy-3-methyl-phenyl)-1-methyl-1H-pyrazole), COC1=C(C=C(C=C1)C1=CC=NN1C)C (5-(4-methoxy-3-methyl-phenyl)-1-methyl-1H-pyrazole). Reaction SMILES: [CH3:1][O:2][C:3]1[CH:8]=[CH:7][C:6]([C:9]2[CH:13]=[CH:12][NH:11][N:10]=2)=[CH:5][C:4]=1[CH3:14].[CH3:15]N(C)C=O.[H-].[Na+].CI>O>[CH3:1][O:2][C:3]1[CH:8]=[CH:7][C:6]([C:9]2[CH:13]=[CH:12][N:11]([CH3:15])[N:10]=2)=[CH:5][C:4]=1[CH3:14].[CH3:1][O:2][C:3]1[CH:8]=[CH:7][C:6]([C:9]2[N:10]([CH3:15])[N:11]=[CH:12][CH:13]=2)=[CH:5][C:4]=1[CH3:14] |f:2.3|. Procedure details: At room temperature, to a mixture of 3-(4-methoxy-3-methyl-phenyl)-1H-pyrazole (described in Reference Preparation example 44) 5.38 g and N,N-dimethylformamide 100 ml was added 55% sodium hydride 1.5 g and the resulting mixture was stirred for a half hour and thereto was added methyl iodide 7.9 g. The resulting mixture was stirred for twelve hours and thereto was added water, and then the resulting mixture was extracted with ethyl acetate. The organic layer was washed with water, and was dried o...